This data is from the Open Reaction Database (ORD), a public repository of structured organic reaction records. The task is: describe an organic reaction: reactants, conditions, products, and yield Reactants: N#N (N2), BrCCCCO (4-bromo-1-butanol), F[C@@H]1CNCC1 ((S)-3-fluoropyrrolidine), C(=O)([O-])[O-].[K+].[K+] (K2CO3). The solvent is CC#N (CH3CN). Reaction conditions: temperature 100 celsius. Product: F[C@@H]1CN(CC1)CCCCO ((S)-4-(3-Fluoropyrrolidin-1-yl)butanol). Reaction SMILES: N#N.Br[CH2:4][CH2:5][CH2:6][CH2:7][OH:8].[F:9][C@H:10]1[CH2:14][CH2:13][NH:12][CH2:11]1.C([O-])([O-])=O.[K+].[K+]>CC#N>[F:9][C@H:10]1[CH2:14][CH2:13][N:12]([CH2:4][CH2:5][CH2:6][CH2:7][OH:8])[CH2:11]1 |f:3.4.5|. Procedure details: In a flame dried round-bottomed flask equipped with a magnetic stir bar and under inert atmosphere (N2), a suspension of 4-bromo-1-butanol (187 mg, 1.20 mmol), (S)-3-fluoropyrrolidine (186 mg, 1.44 mmol) and K2CO3 (392 mg, 1.56 mmol) in CH3CN (8 mL) was heated to 100° C. under microwave irradiations for 25 min. The mixture was then filtered and the solvent removed under reduced pressure to give the title compound as a colorless oil. Yields the product NC1C(N(C2=C(C(=N1)CC)C=CC=C2C)CC(=O)N2CC1CCC(C2)CC1)=O ((3RS)-3-amino-1-[(3-azabicyclo[3.2.2]non-3-yl)carbonylmethyl]-5-ethyl-2,3-dihydro-9-methyl-1H-1,4-benzodiazepin-2-one). Reaction SMILES: C(OC([NH:11][CH:12]1[N:18]=[C:17]([CH2:19][CH3:20])[C:16]2[CH:21]=[CH:22][CH:23]=[C:24]([CH3:25])[C:15]=2[N:14]([CH2:26][C:27]([N:29]2[CH2:35][CH:34]3[CH2:36][CH2:37][CH:31]([CH2:32][CH2:33]3)[CH2:30]2)=[O:28])[C:13]1=[O:38])=O)C1C=CC=CC=1.C([O-])=O.[NH4+]>[Pd].C(O)C.C(OCC)(=O)C>[NH2:11][CH:12]1[N:18]=[C:17]([CH2:19][CH3:20])[C:16]2[CH:21]=[CH:22][CH:23]=[C:24]([CH3:25])[C:15]=2[N:14]([CH2:26][C:27]([N:29]2[CH2:35][CH:34]3[CH2:33][CH2:32][CH:31]([CH2:37][CH2:36]3)[CH2:30]2)=[O:28])[C:13]1=[O:38] |f:1.2|. The solvent is C(C)O (ethanol), C(C)(=O)OCC (ethyl acetate). The yield is 87.0%. Run at time 1 hour. Reagents/catalysts: [Pd] (palladium on carbon). The reactants are C(C1=CC=CC=C1)OC(=O)NC1C(N(C2=C(C(=N1)CC)C=CC=C2C)CC(=O)N2CC1CCC(C2)CC1)=O ((3RS)-3-benzyloxycarbonylamino-1-[(3-azabicyclo[3.2.2]non-3-yl)-carbonylmethyl]-5-ethyl-2,3-dihydro-9-methyl-1H-1,4-benzodiazepin-2-one), C(=O)[O-].[NH4+] (ammonium formate). Procedure: A mixture of (3RS)-3-benzyloxycarbonylamino-1-[(3-azabicyclo[3.2.2]non-3-yl)-carbonylmethyl]-5-ethyl-2,3-dihydro-9-methyl-1H-1,4-benzodiazepin-2-one (1.23 g), 10% palladium on carbon (50% wet, 250 mg) and ammonium formate (600 mg) in ethanol (15 ml) was stirred at room temperature for 1 hour. The catalyst was filtered off and the filtrate was evaporated in vacuo to afford a residue, which was dissolved in ethyl acetate and washed with saturated aqueous sodium bicarbonate, water and brine success... The reactants are BrC1=NC(=CC=C1)F (2-bromo-6-fluoropyridine), NN (hydrazine). Solvent: CCOC(=O)C (EtOAc), C1CCOC1 (THF). Run at time 1 hour. Product: BrC1=NC(=CC=C1)NN (2-bromo-6-hydrazinylpyridine). Reaction SMILES: [Br:1][C:2]1[CH:7]=[CH:6][CH:5]=[C:4](F)[N:3]=1.[NH2:9][NH2:10]>C1COCC1.CCOC(C)=O>[Br:1][C:2]1[CH:7]=[CH:6][CH:5]=[C:4]([NH:9][NH2:10])[N:3]=1. Procedure details: To a solution of 2-bromo-6-fluoropyridine (2-1) (1.0 g, 5.68 mmol) in THF (10 mL) was added hydrazine (0.91 g, 0.89 mL, 28.4 mmol). After stirring for 1 h room temperature, the mixture was heated at 65° C. for 1 h. The mixture was cooled, diluted with EtOAc (200 mL), washed with water (10 mL) and brine (10 mL), dried over MgSO4, filtered, and concentrated in vacuo. The resulting crude product (2-2) was used in the subsequent step without further purification. 1H NMR (300 MHz, CHCl3-d): δ 7.32 (a... Reactants: CC(C(CN1N=CN=C1)=O)(CC1=CC=CC=C1)C (3,3-dimethyl-4-phenyl-1-(1,2,4-triazol-1-yl)-butan-2-one), C(C1=CC=CC=C1)Cl (benzyl chloride), [OH-].[K+] (potassium hydroxide). The solvent is O (water), CS(=O)C (dimethylsulphoxide). Conditions: temperature 50 celsius, time 8 hour. The product is C1(=CC=CC=C1)CC(C(C(CC1=CC=CC=C1)N1N=CN=C1)=O)(C)C (1,5-bisphenyl-2,2-dimethyl-4-(1,2,4-triazol-1-yl)-pentan-3-one). Yield: 81.7%. As a reaction SMILES: [CH3:1][C:2]([CH3:18])([CH2:11][C:12]1[CH:17]=[CH:16][CH:15]=[CH:14][CH:13]=1)[C:3](=[O:10])[CH2:4][N:5]1[CH:9]=[N:8][CH:7]=[N:6]1.[CH2:19](Cl)[C:20]1[CH:25]=[CH:24][CH:23]=[CH:22][CH:21]=1.[OH-].[K+]>O.CS(C)=O>[C:12]1([CH2:11][C:2]([CH3:18])([CH3:1])[C:3](=[O:10])[CH:4]([N:5]2[CH:9]=[N:8][CH:7]=[N:6]2)[CH2:19][C:20]2[CH:25]=[CH:24][CH:23]=[CH:22][CH:21]=2)[CH:13]=[CH:14][CH:15]=[CH:16][CH:17]=1 |f:2.3|. Procedure: 48.6 g (0.2 mol) of 3,3-dimethyl-4-phenyl-1-(1,2,4-triazol-1-yl)-butan-2-one, 27.9 g (0.22 mol) of benzyl chloride and 12.3 g (0.22 mol) of potassium hydroxide in 15 ml of water are dissolved in 300 ml of dimethylsulphoxide. The reaction mixture is stirred for a further 8 hours at 50° C. and then poured onto water. The mixture is extracted with ethyl acetate. The organic phase is concentrated and the residue is purified by column chromatography (silica gel/ethyl acetate: cyclohexane =3:1). 54.5 ... Starting materials: CC(=O)C (acetone), C(C)OCC (diethyl ether), C[C@H]1/C=C/C=C/C=C/C=C/C=C/C=C/C=C/[C@@H](C[C@H]2[C@@H]([C@H](C[C@](O2)(C[C@H](C[C@H]([C@@H](CC[C@H](C[C@H](CC(=O)O[C@H]([C@@H]([C@@H]1O)C)C)O)O)O)O)O)O)O)C(=O)O)O[C@H]3[C@H]([C@H]([C@@H]([C@H](O3)C)O)N)O (amphotericin B), 750, N(C)C[C@H](O)[C@@H](O)[C@H](O)[C@H](O)CO (meglumine), CNC[C@H](O)[C@@H](O)[C@H](O)[C@H](O)CO (1-deoxy-1-(methylamino)-glucitol). Solvent: CS(=O)C (dimethylsulphoxide). Conditions: time 10 minute. The product is C[C@H]1/C=C/C=C/C=C/C=C/C=C/C=C/C=C/[C@@H](C[C@H]2[C@@H]([C@H](C[C@](O2)(C[C@H](C[C@H]([C@@H](CC[C@H](C[C@H](CC(=O)O[C@H]([C@@H]([C@@H]1O)C)C)O)O)O)O)O)O)O)C(=O)O)O[C@H]3[C@H]([C@H]([C@@H]([C@H](O3)C)O)N)O.CNC[C@@H]([C@H]([C@@H]([C@@H](CO)O)O)O)O (amphoglucamine). Yield: 137.0%. RXN SMILES: [CH3:1][C@@H:2]1[C@@H:41]([OH:42])[C@@H:40]([CH3:43])[C@H:39]([CH3:44])[O:38][C:36](=[O:37])[CH2:35][C@H:34]([OH:45])[CH2:33][C@H:32]([OH:46])[CH2:31][CH2:30][C@@H:29]([OH:47])[C@H:28]([OH:48])[CH2:27][C@H:26]([OH:49])[CH2:25][C@@:23]2([OH:50])[O:24][C@H:19]([C@H:20]([C:52]([OH:54])=[O:53])[C@@H:21]([OH:51])[CH2:22]2)[CH2:18][C@@H:17]([O:55][C@@H:56]2[O:61][C@H:60]([CH3:62])[C@@H:59]([OH:63])[C@H:58]([NH2:64])[C@@H:57]2[OH:65])[CH:16]=[CH:15][CH:14]=[CH:13][CH:12]=[CH:11][CH:10]=[CH:9][CH:8]=[CH:7][CH:6]=[CH:5][CH:4]=[CH:3]1.[NH:66]([CH2:68][C@@H:69]([C@H:71]([C@@H:73]([C@@H:75]([CH2:77][OH:78])[OH:76])[OH:74])[OH:72])[OH:70])[CH3:67].CC(C)=O.C(OCC)C>CS(C)=O>[CH3:1][C@@H:2]1[C@@H:41]([OH:42])[C@@H:40]([CH3:43])[C@H:39]([CH3:44])[O:38][C:36](=[O:37])[CH2:35][C@H:34]([OH:45])[CH2:33][C@H:32]([OH:46])[CH2:31][CH2:30][C@@H:29]([OH:47])[C@H:28]([OH:48])[CH2:27][C@H:26]([OH:49])[CH2:25][C@@:23]2([OH:50])[O:24][C@H:19]([C@H:20]([C:52]([OH:54])=[O:53])[C@@H:21]([OH:51])[CH2:22]2)[CH2:18][C@@H:17]([O:55][C@@H:56]2[O:61][C@H:60]([CH3:62])[C@@H:59]([OH:63])[C@H:58]([NH2:64])[C@@H:57]2[OH:65])[CH:16]=[CH:15][CH:14]=[CH:13][CH:12]=[CH:11][CH:10]=[CH:9][CH:8]=[CH:7][CH:6]=[CH:5][CH:4]=[CH:3]1.[CH3:67][NH:66][CH2:68][C@H:69]([OH:70])[C@@H:71]([OH:72])[C@H:73]([OH:74])[C@H:75]([OH:76])[CH2:77][OH:78] |f:5.6|. Procedure details: 19.7 g of amphotericin B with a specific biological activity of 750 mcg/mg (ED/mg) and 14.7 g of meglumine with the content of 1-deoxy-1-(methylamino)-glucitol of at least 99% are dissolved in 100 ml of dimethylsulphoxide at a temperature within the range of from 50° to 60° C and stirred for 10 minutes. The resulting solution is added with a 7-fold volume of a mixture of acetone with diethyl ether (in a volumetric ratio of 1:1). The precipitate is filtered off, washed with the same mixture of ac... The reactants are C1(=CC=CC=C1)N(C1=CC=C(C=C1)B1OC(C(O1)(C)C)(C)C)C1=CC=CC=C1 (4-Diphenylamino-1-(4,4,5,5-tetramethyl-1,3,2-Dioxaborolan-2-yl)benzene), BrC1=C(C=CC(=C1)COC(C)=O)COC(C)=O (2-bromo-1,4-bis(acetyloxymethyl)benzene), C1(=CC=CC=C1)C (toluene), C([O-])([O-])=O.[Na+].[Na+] (sodium carbonate). Reagents/catalysts: [Pd].C1(=CC=CC=C1)P(C1=CC=CC=C1)C1=CC=CC=C1.C1(=CC=CC=C1)P(C1=CC=CC=C1)C1=CC=CC=C1.C1(=CC=CC=C1)P(C1=CC=CC=C1)C1=CC=CC=C1.C1(=CC=CC=C1)P(C1=CC=CC=C1)C1=CC=CC=C1 (tetrakis(triphenylphosphine)-palladium(0)). Run in O (water). Product: C1(=CC=CC=C1)N(C1=CC=C(C=C1)C1=C(C=CC(=C1)COC(C)=O)COC(C)=O)C1=CC=CC=C1 (2-(4-diphenylamino-phenyl)-1,4-bis(acetyloxymethyl)benzene). Yield: 75.2%. RXN SMILES: [C:1]1([N:7]([C:23]2[CH:28]=[CH:27][CH:26]=[CH:25][CH:24]=2)[C:8]2[CH:13]=[CH:12][C:11](B3OC(C)(C)C(C)(C)O3)=[CH:10][CH:9]=2)[CH:6]=[CH:5][CH:4]=[CH:3][CH:2]=1.Br[C:30]1[CH:35]=[C:34]([CH2:36][O:37][C:38](=[O:40])[CH3:39])[CH:33]=[CH:32][C:31]=1[CH2:41][O:42][C:43](=[O:45])[CH3:44].C1(C)C=CC=CC=1.C(=O)([O-])[O-].[Na+].[Na+]>[Pd].C1(P(C2C=CC=CC=2)C2C=CC=CC=2)C=CC=CC=1.C1(P(C2C=CC=CC=2)C2C=CC=CC=2)C=CC=CC=1.C1(P(C2C=CC=CC=2)C2C=CC=CC=2)C=CC=CC=1.C1(P(C2C=CC=CC=2)C2C=CC=CC=2)C=CC=CC=1.O>[C:1]1([N:7]([C:23]2[CH:28]=[CH:27][CH:26]=[CH:25][CH:24]=2)[C:8]2[CH:9]=[CH:10][C:11]([C:32]3[CH:33]=[C:34]([CH2:36][O:37][C:38](=[O:40])[CH3:39])[CH:35]=[CH:30][C:31]=3[CH2:41][O:42][C:43](=[O:45])[CH3:44])=[CH:12][CH:13]=2)[CH:6]=[CH:5][CH:4]=[CH:3][CH:2]=1 |f:3.4.5,6.7.8.9.10|. Procedure: 4-Diphenylamino-1-(4,4,5,5-tetramethyl-1,3,2-Dioxaborolan-2-yl)benzene (6.09 g) (prepared by successive reaction of 4-bromo-triphenylamine with butyllithium and 2-isopropoxy-4,4,5,5-tetramethyl-1,3,2-dioxaborolane), 2-bromo-1,4-bis(acetyloxymethyl)benzene (4.9 g), tetrakis(triphenylphosphine)-palladium(0) (0.15 g), toluene (15 mL), and an aqueous solution of sodium carbonate (2M, 25 mL) were mixed under argon. The resulting mixture was stirred at reflux for 2 days, cooled, and poured into water.... Reactants: BrB(Br)Br, ClCCl, COc1cccc(-c2nc3sccn3c2-c2ccnc(NC3CCCN(CC(O)CO)C3)n2)c1. Yields the product OCC(O)CN1CCCC(Nc2nccc(-c3c(-c4cccc(O)c4)nc4sccn34)n2)C1. Reaction SMILES: [B:35]([Br:36])([Br:37])[Br:38].[CH2:39]([Cl:40])[Cl:41].[CH3:1][O:2][c:3]1[cH:4][c:5](-[c:9]2[n:10][c:11]3[s:12][cH:13][cH:14][n:15]3[c:16]2-[c:17]2[n:18][c:19]([NH:23][CH:24]3[CH2:25][N:26]([CH2:30][CH:31]([CH2:32][OH:33])[OH:34])[CH2:27][CH2:28][CH2:29]3)[n:20][cH:21][cH:22]2)[cH:6][cH:7][cH:8]1>>[OH:2][c:3]1[cH:4][c:5](-[c:9]2[n:10][c:11]3[s:12][cH:13][cH:14][n:15]3[c:16]2-[c:17]2[n:18][c:19]([NH:23][CH:24]3[CH2:25][N:26]([CH2:30][CH:31]([CH2:32][OH:33])[OH:34])[CH2:27][CH2:28][CH2:29]3)[n:20][cH:21][cH:22]2)[cH:6][cH:7][cH:8]1. Isolated yield 103.9%. Solvent: CO.ClCCl (methanol dichloromethane). The reactants are C(#N)C1CC2=CC=C(C=C2C1)[N+](=O)[O-] (2-cyano-5-nitroindane). Reaction SMILES: [C:1]([CH:3]1[CH2:11][C:10]2[C:5](=[CH:6][CH:7]=[C:8]([N+:12]([O-])=O)[CH:9]=2)[CH2:4]1)#[N:2]>CO.ClCCl.[Pd]>[NH2:12][C:8]1[CH:9]=[C:10]2[C:5](=[CH:6][CH:7]=1)[CH2:4][CH:3]([C:1]#[N:2])[CH2:11]2 |f:1.2|. The reagents and catalysts are [Pd] (palladium on charcoal). Yields the product NC=1C=C2CC(CC2=CC1)C#N (5-amino-2-cyanoindane). Procedure details: A solution of 2-cyano-5-nitroindane (11.90 g, 63.3 mmol) in methanol/dichloromethane=1:1 (200 ml) was hydrogenated over 10% palladium on charcoal (1.2 g) at 30 p.s.i and 20° C. for 5 hours. The catalyst was filtered off and the filtrate was concentrated under reduced pressure to give 5-amino-2-cyanoindane (10.4 g) which was used directly for the next reaction. A portion, recrystallised from ethanol, formed pinkish needles, m.p. 73°-76° C. The reactants are O=C([O-])[O-], CC(C)(O)C(Cc1ccccc1)NC(=O)C(Cl)(Cl)Cl, CCO, [K+], [K+]. The product is CC1(C)OC(=O)NC1Cc1ccccc1. RXN SMILES: [C:20](=[O:21])([O-:22])[O-:23].[CH2:1]([c:2]1[cH:3][cH:4][cH:5][cH:6][cH:7]1)[CH:8]([C:9]([CH3:10])([CH3:11])[OH:12])[NH:13][C:14]([C:15]([Cl:16])([Cl:17])[Cl:18])=[O:19].[CH3:26][CH2:27][OH:28].[K+:24].[K+:25]>>[CH2:1]([c:2]1[cH:3][cH:4][cH:5][cH:6][cH:7]1)[CH:8]1[C:9]([CH3:10])([CH3:11])[O:12][C:14](=[O:19])[NH:13]1. Starting materials: NCC(=O)OCC (ethyl glycinate), NC1=C(C=O)C=C(C=C1C)I (2-amino-5-iodo-3-methylbenzaldehyde). As a reaction SMILES: [NH2:1][CH2:2][C:3]([O:5][CH2:6][CH3:7])=[O:4].[NH2:8][C:9]1[C:16]([CH3:17])=[CH:15][C:14]([I:18])=[CH:13][C:10]=1[CH:11]=O>C(Cl)(Cl)Cl>[NH2:8][C:9]1[C:16]([CH3:17])=[CH:15][C:14]([I:18])=[CH:13][C:10]=1[CH2:11][NH:1][CH2:2][C:3]([O:5][CH2:6][CH3:7])=[O:4]. The product is NC1=C(CNCC(=O)OCC)C=C(C=C1C)I (Ethyl N-(2-amino-5-iodo-3-methylbenzyl)glycinate). Procedure details: A mixture of freshly prepared ethyl glycinate (2.58 g), 2-amino-5-iodo-3-methylbenzaldehyde (4.03 g) and 3Å molecular sieves (2 g "Fluka A.G." [Trade Mark] article No. 69828) was heated with stirring under reflux in chloroform (50 cm3) for 4 hours. The cooled solution was filtered, evaporated in vacuo, and the residue taken into ethanol (30 cm3) and treated with sodium cyanoborohydride (1.43 g). After stirring for 72 hours ethanol was removed in vacuo and the residue was partitioned between chlo... The solvent is C(Cl)(Cl)Cl (chloroform).